This data is from the Open Reaction Database (ORD), a public repository of structured organic reaction records. The task is: describe an organic reaction: reactants, conditions, products, and yield Starting materials: O=C(NCCCO)c1ccc(O)cc1, O=S(Cl)Cl. The product is Oc1ccc(C2=NCCCO2)cc1. RXN SMILES: [OH:1][CH2:2][CH2:3][CH2:4][NH:5][C:6]([c:7]1[cH:8][cH:9][c:10]([OH:13])[cH:11][cH:12]1)=[O:14].[S:15]([Cl:16])([Cl:17])=[O:18]>>[CH2:2]1[CH2:3][CH2:4][N:5]=[C:6]([c:7]2[cH:8][cH:9][c:10]([OH:13])[cH:11][cH:12]2)[O:14]1. The reactants are ClC1=CC(=NC2=CC(=CC=C12)N(C)C)C=O (4-Chloro-7-(dimethylamino)quinoline-2-carbaldehyde), [BH4-].[Na+] (NaBH4). Solvent: C(C)O (ethanol). Run at time 30 minute. Yields the product ClC1=CC(=NC2=CC(=CC=C12)N(C)C)CO ((4-Chloro-7-(dimethylamino)quinolin-2-yl)methanol). Yield: 59.2%. As a reaction SMILES: [Cl:1][C:2]1[C:11]2[C:6](=[CH:7][C:8]([N:12]([CH3:14])[CH3:13])=[CH:9][CH:10]=2)[N:5]=[C:4]([CH:15]=[O:16])[CH:3]=1.[BH4-].[Na+]>C(O)C>[Cl:1][C:2]1[C:11]2[C:6](=[CH:7][C:8]([N:12]([CH3:13])[CH3:14])=[CH:9][CH:10]=2)[N:5]=[C:4]([CH2:15][OH:16])[CH:3]=1 |f:1.2|. Procedure: Referring to FIG. 21, compound 14b (50 mg, 0.213 mmol) was dissolved in absolute ethanol (2 mL). NaBH4 (8 mg, 0.213 mmol) was added to the solution and the mixture was stirred for 30 min. The solvent was evaporated and the residue dissolved in methanol and filtered. The filtrate was adsorbed onto silica gel and purified by column chromatography (7:3 EtOAc/hexane) to obtain 15b (30 mg, 0.126 mmol, 60%). 1H NMR (CDCl3) δ 8.02 (1H, d, J=8.8 Hz), 7.21 (1H, dd, J=9.2, 2.8 Hz), 7.11 (1H, d, J=2.8 Hz),...